From a dataset of the Open Reaction Database (ORD), a public repository of structured organic reaction records. describe an organic reaction: reactants, conditions, products, and yield Starting materials: C(C)O (ethanol), C([O-])([O-])=O.[Na+].[Na+] (Sodium carbonate), IC=1C=CC(=C(C1)OC)C (5-iodo-2-methyl anisole), C(C)B(C=1C=NC=CC1)CC (diethyl-(3-pyridyl)borane). The reagents and catalysts are C=1C=CC(=CC1)[P](C=2C=CC=CC2)(C=3C=CC=CC3)[Pd]([P](C=4C=CC=CC4)(C=5C=CC=CC5)C=6C=CC=CC6)([P](C=7C=CC=CC7)(C=8C=CC=CC8)C=9C=CC=CC9)[P](C=1C=CC=CC1)(C=1C=CC=CC1)C=1C=CC=CC1 (tetrakis(triphenylphosphine)palladium(0)). Solvent: O (water), O1CCCC1 (tetrahydrofuran), O (water). The product is CC1=C(C=C(C=C1)C=1C=NC=CC1)OC (2-methyl-5-(3-pyridyl)-anisole). Yield: 100.0%. As a reaction SMILES: I[C:2]1[CH:3]=[CH:4][C:5]([CH3:10])=[C:6]([O:8][CH3:9])[CH:7]=1.C(B(CC)[C:14]1[CH:15]=[N:16][CH:17]=[CH:18][CH:19]=1)C.C(=O)([O-])[O-].[Na+].[Na+].C(O)C>O1CCCC1.O.C1C=CC([P]([Pd]([P](C2C=CC=CC=2)(C2C=CC=CC=2)C2C=CC=CC=2)([P](C2C=CC=CC=2)(C2C=CC=CC=2)C2C=CC=CC=2)[P](C2C=CC=CC=2)(C2C=CC=CC=2)C2C=CC=CC=2)(C2C=CC=CC=2)C2C=CC=CC=2)=CC=1>[CH3:10][C:5]1[CH:4]=[CH:3][C:2]([C:14]2[CH:15]=[N:16][CH:17]=[CH:18][CH:19]=2)=[CH:7][C:6]=1[O:8][CH3:9] |f:2.3.4,^1:40,42,61,80|. Reported procedure: 5-iodo-2-methyl anisole (9.60 g, 38.70 mmol) and diethyl-(3-pyridyl)borane (5.70 g, 38.70 mmol) were dissolved in 60 mL tetrahydrofuran in a 250 mL round bottom flask equipped with a magnetic stirrer. Sodium carbonate (8.20 g, 77.40 mmol) and 30 mL water were added followed by tetrakis(triphenylphosphine)palladium(0) (0.90 g, 0.77 mmol) and 15 mL ethanol. The mixture was heated at reflux for 24 h under nitrogen then cooled to ambient temperature. The mixture was diluted with 200 mL water and ext... The reactants are C(=O)(O)[O-].[Na+] (NaHCO3), [OH-].[Na+] (NaOH), ClC1=CC=C(C=C1)C(N1CC(C1)C(C(C)(C)C)(O)C1=CC(=CC(=C1)F)F)C1=CC=C(C=C1)Cl (1-{1-[bis(4-chlorophenyl)methyl]azetidin-3-yl}-1-(3,5-difluorophenyl)-2,2-dimethylpropan-1-ol), CCN(CC)S(F)(F)F (DAST), CCN(CC)S(F)(F)F (DAST). The solvent is C(Cl)Cl (CH2Cl2), C(Cl)Cl (CH2Cl2). Reaction conditions: temperature -78 celsius, time 8 hour. Yields the product ClC1=CC=C(C=C1)C(N1CC(C1)=C(C(C)(C)C)C1=CC(=CC(=C1)F)F)C1=CC=C(C=C1)Cl (1-[bis(4-chlorophenyl)methyl]-3-[1-(3,5-difluorophenyl)-2,2-dimethylpropylidene]azetidine). Reaction SMILES: [Cl:1][C:2]1[CH:7]=[CH:6][C:5]([CH:8]([C:27]2[CH:32]=[CH:31][C:30]([Cl:33])=[CH:29][CH:28]=2)[N:9]2[CH2:12][CH:11]([C:13]([C:19]3[CH:24]=[C:23]([F:25])[CH:22]=[C:21]([F:26])[CH:20]=3)(O)[C:14]([CH3:17])([CH3:16])[CH3:15])[CH2:10]2)=[CH:4][CH:3]=1.CCN(S(F)(F)F)CC.C([O-])(O)=O.[Na+].[OH-].[Na+]>C(Cl)Cl>[Cl:33][C:30]1[CH:29]=[CH:28][C:27]([CH:8]([C:5]2[CH:4]=[CH:3][C:2]([Cl:1])=[CH:7][CH:6]=2)[N:9]2[CH2:12][C:11](=[C:13]([C:19]3[CH:24]=[C:23]([F:25])[CH:22]=[C:21]([F:26])[CH:20]=3)[C:14]([CH3:17])([CH3:16])[CH3:15])[CH2:10]2)=[CH:32][CH:31]=1 |f:2.3,4.5|. Reported procedure: To a solution of 80 mg (0.163 mmol) of 1-{1-[bis(4-chlorophenyl)methyl]azetidin-3-yl}-1-(3,5-difluorophenyl)-2,2-dimethylpropan-1-ol (2) in 1 mL of CH2Cl2, 86 uL (0.653 mmol) of DAST was added and it was stirred for 1 h at −78° C. and overnight at rt. Then another 86 uL (0.653 mmol) of DAST was added again and it was stirred 3 h at 38-45° C. Then to the reaction mixture was added 20 mL of CH2Cl2 and 10 mL of ag NaHCO3. The pH was adjusted to 8-9 with 2N NaOH. The water layer was extracted with C... Starting materials: methyl ester, [OH-].[Na+] (sodium hydroxide), CC1=NC=C(C(=O)O)C=C1NC(=O)C=1C=NN2C1C=CC(=C2)C=2C=NN(C2)C (6-Methyl-5-(6-(1-methyl-1H-pyrazol-4-yl)pyrazolo[1,5-a]pyridine-3-carboxamido)nicotinic Acid), BrC1=CC=2N(C=C1)C(=CN2)C(=O)NC=2C(=NC=C(C(=O)OC)C2)C (methyl 5-(7-bromoimidazo[1,2-a]pyridine-3-carboxamido)-6-methylnicotinate), CN1N=CC=C1B1OC(C(O1)(C)C)(C)C (1-methyl-5-(4,4,5,5-tetramethyl-[1,3,2]dioxaborolan-2-yl)-1H-pyrazole). The product is CC1=NC=C(C(=O)O)C=C1NC(=O)C=1C=NN2C1C=CC(=C2)C2=CC=NN2C (6-Methyl-5-(6-(1-methyl-1H-pyrazol-5-yl)pyrazolo[1,5-a]pyridine-3-carboxamido)nicotinic Acid). RXN SMILES: [CH3:1][C:2]1[C:10]([NH:11][C:12]([C:14]2[CH:15]=[N:16][N:17]3[CH:22]=[C:21](C4C=NN(C)C=4)[CH:20]=[CH:19][C:18]=23)=[O:13])=[CH:9][C:5]([C:6]([OH:8])=[O:7])=[CH:4][N:3]=1.BrC1C=CN2[C:36]([C:39]([NH:41]C3C(C)=NC=C(C=3)C(OC)=O)=O)=[CH:37][N:38]=[C:32]2C=1.CN1C(B2OC(C)(C)C(C)(C)O2)=CC=N1.[OH-].[Na+]>>[CH3:1][C:2]1[C:10]([NH:11][C:12]([C:14]2[CH:15]=[N:16][N:17]3[CH:22]=[C:21]([C:37]4[N:38]([CH3:32])[N:41]=[CH:39][CH:36]=4)[CH:20]=[CH:19][C:18]=23)=[O:13])=[CH:9][C:5]([C:6]([OH:8])=[O:7])=[CH:4][N:3]=1 |f:3.4|. Reported procedure: The title compound was prepared analogously to 6-methyl-5-(6-(1-methyl-1H-pyrazol-4-yl)pyrazolo[1,5-a]pyridine-3-carboxamido)nicotinic acid (Example 9.0 step 2) from Intermediate 1C and 1-methyl-5-(4,4,5,5-tetramethyl-[1,3,2]dioxaborolan-2-yl)-1H-pyrazole followed hydrolysis of the resulting methyl ester using sodium hydroxide; Reactants: [BH4-], [Cl-], [Cl-], CCOC(=O)C(Cc1ccc2c(c1)C(C)(C)CO2)C(=O)c1cccc(Cl)c1, [Na+], [Zn+2]. The product is CCOC(=O)C(Cc1ccc2c(c1)C(C)(C)CO2)C(O)c1cccc(Cl)c1. Reaction SMILES: [BH4-:1].[Cl-:30].[Cl-:32].[Cl:3][c:4]1[cH:5][c:6]([C:10]([CH:11]([C:12](=[O:13])[O:14][CH2:15][CH3:16])[CH2:17][c:18]2[cH:19][cH:20][c:21]3[c:22]([cH:28]2)[C:23]([CH3:26])([CH3:27])[CH2:24][O:25]3)=[O:29])[cH:7][cH:8][cH:9]1.[Na+:2].[Zn+2:31]>>[Cl:3][c:4]1[cH:5][c:6]([CH:10]([CH:11]([C:12](=[O:13])[O:14][CH2:15][CH3:16])[CH2:17][c:18]2[cH:19][cH:20][c:21]3[c:22]([cH:28]2)[C:23]([CH3:26])([CH3:27])[CH2:24][O:25]3)[OH:29])[cH:7][cH:8][cH:9]1. Starting materials: CC1=C(C(=O)O)C=CC=C1[N+](=O)[O-] (2-methyl-3-nitrobenzoic acid), CO (methanol), S(O)(O)(=O)=O (sulfuric acid). Product: COC(C1=C(C(=CC=C1)[N+](=O)[O-])C)=O (2-Methyl-3-nitrobenzoic acid methyl ester). As a reaction SMILES: [CH3:1][C:2]1[C:10]([N+:11]([O-:13])=[O:12])=[CH:9][CH:8]=[CH:7][C:3]=1[C:4]([OH:6])=[O:5].S(=O)(=O)(O)O.[CH3:19]O>>[CH3:19][O:5][C:4](=[O:6])[C:3]1[CH:7]=[CH:8][CH:9]=[C:10]([N+:11]([O-:13])=[O:12])[C:2]=1[CH3:1]. Reported procedure: 30 g (165.6 mmol) of 2-methyl-3-nitrobenzoic acid is added to 150 ml of methanol, and it is refluxed for two days after 2.9 ml of concentrated sulfuric acid is added. After cooling, the crystallizate (25.55 g=79%) is suctioned off and used in the next stage. Starting materials: [Al+3], O=C(Cl)c1cc(Br)ccc1F, COc1ccccc1, [Cl-], [Cl-], [Cl-], ClCCl. Yields the product COc1ccc(C(=O)c2cc(Br)ccc2F)cc1. Reaction SMILES: [Al+3:23].[Br:1][c:2]1[cH:3][cH:4][c:5]([F:11])[c:6]([C:7](=[O:8])[Cl:9])[cH:10]1.[CH3:12][O:13][c:14]1[cH:15][cH:16][cH:17][cH:18][cH:19]1.[Cl-:20].[Cl-:21].[Cl-:22].[Cl:24][CH2:25][Cl:26]>>[Br:1][c:2]1[cH:3][cH:4][c:5]([F:11])[c:6]([C:7](=[O:8])[c:17]2[cH:16][cH:15][c:14]([O:13][CH3:12])[cH:19][cH:18]2)[cH:10]1.